This data is from the Open Reaction Database (ORD), a public repository of structured organic reaction records. The task is: describe an organic reaction: reactants, conditions, products, and yield The reagents and catalysts are C=1C=CC(=CC1)/C=C/C(=O)/C=C/C2=CC=CC=C2.C=1C=CC(=CC1)/C=C/C(=O)/C=C/C2=CC=CC=C2.C=1C=CC(=CC1)/C=C/C(=O)/C=C/C2=CC=CC=C2.[Pd].[Pd] (tris(dibenzylideneacetone)dipalladium). Reported procedure: A mixture of tris(dibenzylideneacetone)dipalladium (353 mg, 0.385 mmol), and tri-tert-butyl phosphine (3.11 g of a 10% solution in hexanes) was degassed in toluene (anhydrous, 50 mL) for 20 minutes. Di-p-tolylamine (3.00 g, 15.2 mmol), and 4,4′-dibromobiphenyl (4.80 g, 15.4 mmol) were added and the mixture was further degassed for 15 minutes. Sodium tert-butoxide (2.4 g, 25 mmol) was added, and mixture was further degassed for 10 minutes. The whole was heated overnight at 120° C. under argon. Af... The solvent is hexanes, hexanes, C(C)(=O)OCC (ethyl acetate). Conditions: temperature 120 celsius. RXN SMILES: C(P(C(C)(C)C)C(C)(C)C)(C)(C)C.[C:14]1([CH3:28])[CH:19]=[CH:18][C:17]([NH:20][C:21]2[CH:26]=[CH:25][C:24]([CH3:27])=[CH:23][CH:22]=2)=[CH:16][CH:15]=1.Br[C:30]1[CH:35]=[CH:34][C:33]([C:36]2[CH:41]=[CH:40][C:39]([Br:42])=[CH:38][CH:37]=2)=[CH:32][CH:31]=1.CC(C)([O-])C.[Na+]>C1C=CC(/C=C/C(/C=C/C2C=CC=CC=2)=O)=CC=1.C1C=CC(/C=C/C(/C=C/C2C=CC=CC=2)=O)=CC=1.C1C=CC(/C=C/C(/C=C/C2C=CC=CC=2)=O)=CC=1.[Pd].[Pd].C(OCC)(=O)C>[Br:42][C:39]1[CH:40]=[CH:41][C:36]([C:33]2[CH:34]=[CH:35][C:30]([N:20]([C:21]3[CH:22]=[CH:23][C:24]([CH3:27])=[CH:25][CH:26]=3)[C:17]3[CH:16]=[CH:15][C:14]([CH3:28])=[CH:19][CH:18]=3)=[CH:31][CH:32]=2)=[CH:37][CH:38]=1 |f:3.4,5.6.7.8.9|. Reactants: CC(C)([O-])C.[Na+] (Sodium tert-butoxide), C(C)(C)(C)P(C(C)(C)C)C(C)(C)C (tri-tert-butyl phosphine), solution, C1(=CC=C(C=C1)NC1=CC=C(C=C1)C)C (Di-p-tolylamine), BrC1=CC=C(C=C1)C1=CC=C(C=C1)Br (4,4′-dibromobiphenyl). Isolated yield 2.9%. Yields the product BrC1=CC=C(C=C1)C1=CC=C(C=C1)N(C1=CC=C(C=C1)C)C1=CC=C(C=C1)C (4′-bromo-N,N-di-p-tolylbiphenyl-4-amine).